From a dataset of the Open Reaction Database (ORD), a public repository of structured organic reaction records. describe an organic reaction: reactants, conditions, products, and yield The reactants are O=C([O-])[O-], CCC(C)=O, CCOC(C)=O, Fc1cccc(CBr)c1, [K+], [K+], O, O=C1CCCN1c1ccc(O)cc1. The product is O=C1CCCN1c1ccc(OCc2cccc(F)c2)cc1. Reaction SMILES: [C:23](=[O:24])([O-:25])[O-:26].[CH3:30][C:31](=[O:32])[CH2:33][CH3:34].[CH3:35][CH2:36][O:37][C:38](=[O:39])[CH3:40].[F:14][c:15]1[cH:16][c:17]([CH2:18][Br:19])[cH:20][cH:21][cH:22]1.[K+:27].[K+:28].[OH2:29].[OH:1][c:2]1[cH:3][cH:4][c:5]([N:8]2[C:9](=[O:13])[CH2:10][CH2:11][CH2:12]2)[cH:6][cH:7]1>>[O:1]([c:2]1[cH:3][cH:4][c:5]([N:8]2[C:9](=[O:13])[CH2:10][CH2:11][CH2:12]2)[cH:6][cH:7]1)[CH2:18][c:17]1[cH:16][c:15]([F:14])[cH:22][cH:21][cH:20]1. Starting materials: C(C)(=O)C1=NC=C(C=C1)Cl (2-acetyl-5-chloropyridine), C(C=O)(=O)O (glyoxylic acid), O.NN (hydrazine hydrate), C([O-])([O-])=O.[K+].[K+] (potassium carbonate), C([O-])([O-])=O.[K+].[K+] (Potassium carbonate). Solvent: CO (methanol), O (water). Conditions: time 8 hour. The product is ClC=1C=CC(=NC1)C=1C=CC(NN1)=O (6-(5-chloro-2-pyridyl)-pyridazin-3-one). Reaction SMILES: [C:1]([C:4]1[CH:9]=[CH:8][C:7]([Cl:10])=[CH:6][N:5]=1)(=O)[CH3:2].[C:11]([OH:15])(=O)[CH:12]=O.C(=O)([O-])[O-].[K+].[K+].O.[NH2:23][NH2:24]>CO.O>[Cl:10][C:7]1[CH:8]=[CH:9][C:4]([C:1]2[CH:2]=[CH:12][C:11](=[O:15])[NH:23][N:24]=2)=[N:5][CH:6]=1 |f:2.3.4,5.6|. Procedure details: To a slurry of 5.05 g of 2-acetyl-5-chloropyridine (32.4 mmol) in 36 mL of methanol at room temperature was added 60 mL of water and 4.8 g of 50% glyoxylic acid (32.4 mmol). Potassium carbonate (8.96 g, 2 equivalents) was added carefully (foaming), and the reaction mixture was stirred overnight at room temperature under nitrogen. The next day, the slurry was partially stripped on the rotovap to remove methanol (maximum bath temperature 30° C.). The slurry was transferred to a separatory funnel a... Reactants: Br, CC(=O)O[BH-](OC(C)=O)OC(C)=O, C1CCOC1, CC(=O)O, CC1(C)CCC(C)(C)c2cc(-c3csc(C4CCNCC4)n3)ccc21, [Na+], CC(C)(C)OC(=O)NCC=O. The product is CC(C)(C)OC(=O)NCCN1CCC(c2nc(-c3ccc4c(c3)C(C)(C)CCC4(C)C)cs2)CC1. Reaction SMILES: [BrH:6].[C:43]([O:44][BH-:45]([O:46][C:47](=[O:48])[CH3:49])[O:50][C:51](=[O:52])[CH3:53])(=[O:54])[CH3:55].[CH2:1]1[O:2][CH2:3][CH2:4][CH2:5]1.[CH3:57][C:58](=[O:59])[OH:60].[CH3:7][C:8]1([CH3:31])[c:9]2[cH:10][cH:11][c:12](-[c:20]3[n:21][c:22]([CH:25]4[CH2:26][CH2:27][NH:28][CH2:29][CH2:30]4)[s:23][cH:24]3)[cH:13][c:14]2[C:15]([CH3:18])([CH3:19])[CH2:16][CH2:17]1.[Na+:56].[O:32]=[CH:33][CH2:34][NH:35][C:36]([O:37][C:38]([CH3:39])([CH3:40])[CH3:41])=[O:42]>>[CH3:7][C:8]1([CH3:31])[c:9]2[cH:10][cH:11][c:12](-[c:20]3[n:21][c:22]([CH:25]4[CH2:26][CH2:27][N:28]([CH2:33][CH2:34][NH:35][C:36]([O:37][C:38]([CH3:39])([CH3:40])[CH3:41])=[O:42])[CH2:29][CH2:30]4)[s:23][cH:24]3)[cH:13][c:14]2[C:15]([CH3:18])([CH3:19])[CH2:16][CH2:17]1. Starting materials: CO[Na] (CH3ONa), Na, ClCC(=C)C1=CC=C(C=C1)[N+](=O)[O-] (4(1-chloromethyl-ethenyl)-nitrobenzene). The solvent is CO (CH3OH). The product is COCC(=C)C1=CC=C(C=C1)[N+](=O)[O-] (4(1-Methoxymethyl-ethenyl)-nitrobenzene). As a reaction SMILES: [CH3:1][O:2][Na].Cl[CH2:5][C:6]([C:8]1[CH:13]=[CH:12][C:11]([N+:14]([O-:16])=[O:15])=[CH:10][CH:9]=1)=[CH2:7]>CO>[CH3:1][O:2][CH2:5][C:6]([C:8]1[CH:13]=[CH:12][C:11]([N+:14]([O-:16])=[O:15])=[CH:10][CH:9]=1)=[CH2:7]. Procedure: To a CH3ONa-solution from 6.9 g (0.3 gramatom) Na and 600 ml absolute CH3OH are added 59.3 g (0.3 Mol) 4(1-chloromethyl-ethenyl)-nitrobenzene, the reaction mixture heated under reflux for 2 hours and then evaporated to dryness. The residue is digested with diethylether, the ethereal solution filtered and the filtrate concentrated by evaporation. The residue is then chromatographed on silica gel (eluant n-hexane/diethylether 1:1) to give the title compound in analytically pure form (Rf=0.37 on si... The reactants are NC=1C=C(OC=2C=CC=3N(N2)C=C(N3)C(=O)NC)C=CC1 (6-(3-aminophenoxy)-N-methylimidazo[1,2-b]pyridazine-2-carboxamide), CN1N=C(C=C1C(=O)Cl)C (1,3-dimethyl-1H-pyrazole-5-carbonyl chloride), O (water). Solvent: CN(C(C)=O)C (N,N-dimethylacetamide). Conditions: time 1 hour. The product is CN1N=C(C=C1C(=O)NC=1C=C(OC=2C=CC=3N(N2)C=C(N3)C(=O)NC)C=CC1)C (6-(3-{[(1,3-dimethyl-1H-pyrazol-5-yl)carbonyl]amino}phenoxy)-N-methylimidazo[1,2-b]pyridazine-2-carboxamide). The yield is 73.4%. As a reaction SMILES: [NH2:1][C:2]1[CH:3]=[C:4]([CH:19]=[CH:20][CH:21]=1)[O:5][C:6]1[CH:7]=[CH:8][C:9]2[N:10]([CH:12]=[C:13]([C:15]([NH:17][CH3:18])=[O:16])[N:14]=2)[N:11]=1.[CH3:22][N:23]1[C:27]([C:28](Cl)=[O:29])=[CH:26][C:25]([CH3:31])=[N:24]1.O>CN(C)C(=O)C>[CH3:22][N:23]1[C:27]([C:28]([NH:1][C:2]2[CH:3]=[C:4]([CH:19]=[CH:20][CH:21]=2)[O:5][C:6]2[CH:7]=[CH:8][C:9]3[N:10]([CH:12]=[C:13]([C:15]([NH:17][CH3:18])=[O:16])[N:14]=3)[N:11]=2)=[O:29])=[CH:26][C:25]([CH3:31])=[N:24]1. Reported procedure: To a solution of 6-(3-aminophenoxy)-N-methylimidazo[1,2-b]pyridazine-2-carboxamide (250 mg, 0.88 mmol) in N,N-dimethylacetamide (2.5 mL) was added 1,3-dimethyl-1H-pyrazole-5-carbonyl chloride (253 mg, 1.59 mmol). After stirring at room temperature for 1 hr, water was added to the reaction mixture, and the precipitate was collected by filtration. The obtained residue was washed with water, acetonitrile and diethyl ether to give the title compound (262 mg, 73%) as a white powder. The reactants are C(C)(C)(C)C=1C=C(OCC2=C(C(=O)O)C=CC=C2)C=C(C1)C(C)(C)C (2-(3,5-di-t-butylphenoxymethyl)benzoic acid), NC1=NN=NN1 (5-aminotetrazole), S(=O)(Cl)Cl (thionyl chloride). Run in Cl (hydrochloric acid), N1=CC=CC=C1 (pyridine). Product: C(C)(C)(C)C=1C=C(OCC2=C(C(=O)NC3=NN=NN3)C=CC=C2)C=C(C1)C(C)(C)C (2-(3,5-Di-t-butylphenoxymethyl)-N-(tetrazol-5-yl)benzamide). Yield: 31.9%. Reaction SMILES: [C:1]([C:5]1[CH:6]=[C:7]([CH:19]=[C:20]([C:22]([CH3:25])([CH3:24])[CH3:23])[CH:21]=1)[O:8][CH2:9][C:10]1[CH:18]=[CH:17][CH:16]=[CH:15][C:11]=1[C:12](O)=[O:13])([CH3:4])([CH3:3])[CH3:2].[NH2:26][C:27]1[NH:31][N:30]=[N:29][N:28]=1.S(Cl)(Cl)=O>N1C=CC=CC=1.Cl>[C:1]([C:5]1[CH:6]=[C:7]([CH:19]=[C:20]([C:22]([CH3:25])([CH3:24])[CH3:23])[CH:21]=1)[O:8][CH2:9][C:10]1[CH:18]=[CH:17][CH:16]=[CH:15][C:11]=1[C:12]([NH:26][C:27]1[NH:31][N:30]=[N:29][N:28]=1)=[O:13])([CH3:4])([CH3:3])[CH3:2]. Procedure: A solution of 3.40 g (0.01 mole) of 2-(3,5-di-t-butylphenoxymethyl)benzoic acid and 1.03 g (0.01 mole) of 5-aminotetrazole in 30 ml of pyridine was treated with a dropwise addition of 2.36 g (0.02 mole) of thionyl chloride. The resulting solution was stirred for forty minutes before being diluted with 300 ml of 5% hydrochloric acid to give a gum which slowly crystallized. The solid was collected, rinsed with water and recrystallized from aqueous dimethylformamide to give 1.3 g of white solid 2-(...